This data is from the Open Reaction Database (ORD), a public repository of structured organic reaction records. The task is: describe an organic reaction: reactants, conditions, products, and yield The reactants are ClC1=CC(=C(C=C1Cl)C)[N+](=O)[O-] (4,5-dichloro-2-nitrotoluene), COC(N(C)C)OC (N,N-dimethylformamide dimethylacetal). The solvent is CN(C)C=O (DMF). Reaction conditions: temperature 100 celsius. Product: ClC1=CC(=C(/C=C/N(C)C)C=C1Cl)[N+](=O)[O-] (trans-4,5-Dichloro-2-nitro-β-dimethylaminostyrene). Isolated yield 96.0%. Reaction SMILES: [Cl:1][C:2]1[C:7]([Cl:8])=[CH:6][C:5]([CH3:9])=[C:4]([N+:10]([O-:12])=[O:11])[CH:3]=1.CO[CH:15](OC)[N:16]([CH3:18])[CH3:17]>CN(C=O)C>[Cl:1][C:2]1[C:7]([Cl:8])=[CH:6][C:5](/[CH:9]=[CH:15]/[N:16]([CH3:18])[CH3:17])=[C:4]([N+:10]([O-:12])=[O:11])[CH:3]=1. Reported procedure: A solution of 10.3 g (50 mmol) of 4,5-dichloro-2-nitrotoluene (Helv. Chim. Acta 1936, 19, 434-439) in a mixture of 11.9 g (100 mmol) N,N-dimethylformamide dimethylacetal in DMF (25 ml) was heated at 100° C. for 16 h. The dark reaction mixture was concentrated in vacuo, the residue diluted with methylene chloride and washed twice with water. The organic solution was dried over MgSO4, then concentrated in vacuo affording 12.6 g (48 mmol, yield 96.5%) of the crude title compound as dark red crystal... The reactants are CCOc1cc(C(Nc2ccc(C(=N)N)cc2)C(=O)OC)ccc1OC(C)C, O=C([O-])O, O=C(Cl)OCc1ccccc1, ClCCl, [Na+]. Product: CCOc1cc(C(Nc2ccc(C(=N)NC(=O)OCc3ccccc3)cc2)C(=O)OC)ccc1OC(C)C. RXN SMILES: [C:1]([NH2:2])(=[NH:3])[c:4]1[cH:5][cH:6][c:7]([NH:10][CH:11]([C:12](=[O:13])[O:14][CH3:15])[c:16]2[cH:17][c:18]([O:26][CH2:27][CH3:28])[c:19]([O:22][CH:23]([CH3:24])[CH3:25])[cH:20][cH:21]2)[cH:8][cH:9]1.[C:29](=[O:30])([OH:31])[O-:32].[Cl:34][C:35](=[O:36])[O:37][CH2:38][c:39]1[cH:40][cH:41][cH:42][cH:43][cH:44]1.[Cl:45][CH2:46][Cl:47].[Na+:33]>>[C:1](=[NH:2])([NH:3][C:35](=[O:36])[O:37][CH2:38][c:39]1[cH:40][cH:41][cH:42][cH:43][cH:44]1)[c:4]1[cH:5][cH:6][c:7]([NH:10][CH:11]([C:12](=[O:13])[O:14][CH3:15])[c:16]2[cH:17][c:18]([O:26][CH2:27][CH3:28])[c:19]([O:22][CH:23]([CH3:24])[CH3:25])[cH:20][cH:21]2)[cH:8][cH:9]1. Reactants: ClC=1C=C2C(=NC3=C(CN2C1)C=C(C=C3)C)Cl (2,11-dichloro-7-methyl-5H-pyrrolo[2,1-c][1,4]benzodiazepine), [OH-].[Li+] (lithium hydroxide), Cl.Cl.CC(C(=O)OC)(CN1CCNCC1)C (methyl 2,2-dimethyl-3-(piperazin-1-yl)-propanoate dihydrochloride), C([O-])(O)=O.[Na+] (sodium bicarbonate). Conditions: temperature 140 celsius, time 30 minute. Procedure details: Dissolve methyl 2,2-dimethyl-3-(piperazin-1-yl)-propanoate dihydrochloride (1.49 g, 5.47 mmoles) in water and absorb onto an SCX2 column. Wash the column with methanol and elute methyl 2,2-dimethyl-3-piperazin-1-yl-propanoate with 2M ammonia in methanol. Remove the methanol in vacuo and add the methyl 2,2-dimethyl-3-(piperazin-1-yl)propanoate to acetonitrile (12 mL). Add 2,11-dichloro-7-methyl-5H-pyrrolo[2,1-c][1,4]benzodiazepine (0.85 g, 3.22 mmoles) and sodium bicarbonate (0.405 g, 4.83 mmoles... Reaction SMILES: [ClH:1].Cl.[CH3:3][C:4]([CH3:16])([CH2:9][N:10]1[CH2:15][CH2:14][NH:13][CH2:12][CH2:11]1)[C:5]([O:7]C)=[O:6].[Cl:17][C:18]1[CH:19]=[C:20]2[N:26]([CH:27]=1)[CH2:25][C:24]1[CH:28]=[C:29]([CH3:32])[CH:30]=[CH:31][C:23]=1[N:22]=[C:21]2Cl.C(=O)(O)[O-].[Na+].[OH-].[Li+]>O.C(O)(=O)C.C(#N)C>[ClH:17].[ClH:1].[Cl:17][C:18]1[CH:19]=[C:20]2[N:26]([CH:27]=1)[CH2:25][C:24]1[CH:28]=[C:29]([CH3:32])[CH:30]=[CH:31][C:23]=1[N:22]=[C:21]2[N:13]1[CH2:14][CH2:15][N:10]([CH2:9][C:4]([CH3:16])([CH3:3])[C:5]([OH:7])=[O:6])[CH2:11][CH2:12]1 |f:0.1.2,4.5,6.7,11.12.13|. Run in C(C)#N (acetonitrile), O (water), C(C)(=O)O (acetic acid). The product is Cl.Cl.ClC=1C=C2C(=NC3=C(CN2C1)C=C(C=C3)C)N3CCN(CC3)CC(C(=O)O)(C)C (3-[4-(2-chloro-7-methyl-5H-pyrrolo[2,1-c][1,4]benzodiazepin-11-yl)piperazin-1-yl]-2,2-dimethylpropanoic acid dihydrochloride). The yield is 22.5%. The reactants are O1[C@H](COC2=C1C=CC=C2)C(=O)N2C[C@@H](CCC2)C2=CC(=CC=C2)F ((R)-2,3-Dihydrobenzo[1,4]dioxin-2-yl-[(S*)-3-(3-fluorophenyl)piperidin-1-yl]methanone), B.C1CCOC1 (BH3THF). Product: O1[C@H](COC2=C1C=CC=C2)CN2C[C@@H](CCC2)C2=CC(=CC=C2)F ((S*)-1-[(S)-1-(2,3-Dihydrobenzo[1,4]dioxin-2-yl)methyl]-3-(3-fluorophenyl)piperidine). The yield is 60.0%. Reaction SMILES: [O:1]1[C:6]2[CH:7]=[CH:8][CH:9]=[CH:10][C:5]=2[O:4][CH2:3][C@@H:2]1[C:11]([N:13]1[CH2:18][CH2:17][CH2:16][C@@H:15]([C:19]2[CH:24]=[CH:23][CH:22]=[C:21]([F:25])[CH:20]=2)[CH2:14]1)=O.B.C1COCC1>>[O:1]1[C:6]2[CH:7]=[CH:8][CH:9]=[CH:10][C:5]=2[O:4][CH2:3][C@@H:2]1[CH2:11][N:13]1[CH2:18][CH2:17][CH2:16][C@@H:15]([C:19]2[CH:24]=[CH:23][CH:22]=[C:21]([F:25])[CH:20]=2)[CH2:14]1 |f:1.2|. Procedure: (R)-2,3-Dihydrobenzo[1,4]dioxin-2-yl-[(S*)-3-(3-fluorophenyl)piperidin-1-yl]methanone (19 mg, 0.056 mmol) was treated with BH3THF according to the above general procedure. Flash chromatography gave 11 mg of the title compound. Reaction SMILES: [CH:1]1([O:6]/[N:7]=[C:8](\[C:12]2[CH:17]=[CH:16][C:15]([S:18]([CH3:21])(=[O:20])=[O:19])=[CH:14][CH:13]=2)/[C:9]([OH:11])=O)[CH2:5][CH2:4][CH2:3][CH2:2]1.C(N(CC)C(C)C)(C)C.[NH2:31][C:32]1[S:33][C:34]2[CH:40]=[CH:39][CH:38]=[CH:37][C:35]=2[N:36]=1>C(Cl)Cl>[S:33]1[C:34]2[CH:40]=[CH:39][CH:38]=[CH:37][C:35]=2[N:36]=[C:32]1[NH:31][C:9](=[O:11])/[C:8](=[N:7]/[O:6][CH:1]1[CH2:2][CH2:3][CH2:4][CH2:5]1)/[C:12]1[CH:17]=[CH:16][C:15]([S:18]([CH3:21])(=[O:20])=[O:19])=[CH:14][CH:13]=1. Conditions: temperature 0 celsius, time 16 hour. Run in C(Cl)Cl (methylene chloride). Starting materials: C1(CCCC1)O\N=C(\C(=O)O)/C1=CC=C(C=C1)S(=O)(=O)C ((E)-Cyclopentyloxyimino-(4-methanesulfonyl-phenyl)-acetic acid), O-(7-Azabenzotriazole-1-yl)-N,N,N′N′-tetramethyluronium hexafluorophosphate, C(C)(C)N(C(C)C)CC (N,N-diisopropylethylamine), NC=1SC2=C(N1)C=CC=C2 (2-aminobenzothiazole). The yield is 63.9%. Reported procedure: (E)-Cyclopentyloxyimino-(4-methanesulfonyl-phenyl)-acetic acid (37 mg, 0.12 mmol), N,N-diisopropylethylamine (92 μL, 0.53 mmol) and 2-aminobenzothiazole (27 mg, 0.18 mmol) were combined in methylene chloride (2 mL) and cooled to 0° C. O-(7-Azabenzotriazole-1-yl)-N,N,N′N′-tetramethyluronium hexafluorophosphate (67 mg, 0.18 mmol) was added and the cooling bath was removed. After stirring 16 h, the reaction mixture was diluted with chloroform (2 mL) and washed with saturated aqueous sodium bicarbon... The product is S1C(=NC2=C1C=CC=C2)NC(/C(/C2=CC=C(C=C2)S(=O)(=O)C)=N/OC2CCCC2)=O ((E)-N-benzothiazol-2-yl-2-cyclopentyloxyimino-2-(4-methanesulfonyl-phenyl)-acetamide). Starting materials: CO, COC(=O)C1C=CCCCCCCCCC1, Cl, [Na]. The product is COC(=O)C1=CCCCCCCCCCC1. Reaction SMILES: [CH3:18][OH:19].[CH:1]1([C:13](=[O:14])[O:15][CH3:16])[CH:2]=[CH:3][CH2:4][CH2:5][CH2:6][CH2:7][CH2:8][CH2:9][CH2:10][CH2:11][CH2:12]1.[ClH:20].[Na:17]>>[C:1]1([C:13](=[O:14])[O:15][CH3:16])=[CH:2][CH2:3][CH2:4][CH2:5][CH2:6][CH2:7][CH2:8][CH2:9][CH2:10][CH2:11][CH2:12]1. Product: COc1ccc(N(C(=O)CNc2ccccc2Nc2c(C)nn(C)c2C)C(C)C)cc1. Reactants: COc1ccc(N(C(=O)CBr)C(C)C)cc1, O=C([O-])[O-], Cc1nn(C)c(C)c1Nc1ccccc1N, ClCCl, [I-], [K+], [K+], [K+], CN(C)C=O. Reaction SMILES: [Br:17][CH2:18][C:19](=[O:20])[N:21]([c:22]1[cH:23][cH:24][c:25]([O:28][CH3:29])[cH:26][cH:27]1)[CH:30]([CH3:31])[CH3:32].[C:33](=[O:34])([O-:35])[O-:36].[CH3:1][n:2]1[n:3][c:4]([CH3:16])[c:5]([NH:8][c:9]2[c:10]([NH2:15])[cH:11][cH:12][cH:13][cH:14]2)[c:6]1[CH3:7].[Cl:46][CH2:47][Cl:48].[I-:40].[K+:37].[K+:38].[K+:39].[O:41]=[CH:42][N:43]([CH3:44])[CH3:45]>>[CH3:1][n:2]1[n:3][c:4]([CH3:16])[c:5]([NH:8][c:9]2[c:10]([NH:15][CH2:18][C:19](=[O:20])[N:21]([c:22]3[cH:23][cH:24][c:25]([O:28][CH3:29])[cH:26][cH:27]3)[CH:30]([CH3:31])[CH3:32])[cH:11][cH:12][cH:13][cH:14]2)[c:6]1[CH3:7].